Dataset: the Open Reaction Database (ORD), a public repository of structured organic reaction records. Task: describe an organic reaction: reactants, conditions, products, and yield Starting materials: ClC1=NC=C(C(=N1)NC1=NNC(=C1)C)Cl (2,5-dichloro-N-(5-methyl-1H-pyrazol-3-yl)pyrimidin-4-amine), CC1=C(N)C=C(C(=C1)C1NCCCC1)C (2,5-dimethyl-4-(piperidin-2-yl)aniline). The reagents and catalysts are Cl (HCl). The solvent is CC(C)O (2-propanol). Conditions: temperature 130 celsius. The product is ClC=1C(=NC(=NC1)NC1=C(C=C(C(=C1)C)C1NCCCC1)C)NC1=NNC(=C1)C (5-Chloro-N2-(2,5-dimethyl-4-(piperidin-2-yl)phenyl)-N4-(5-methyl-1H-pyrazol-3-yl)pyrimidine-2,4-diamine). As a reaction SMILES: Cl[C:2]1[N:7]=[C:6]([NH:8][C:9]2[CH:13]=[C:12]([CH3:14])[NH:11][N:10]=2)[C:5]([Cl:15])=[CH:4][N:3]=1.[CH3:16][C:17]1[CH:23]=[C:22]([CH:24]2[CH2:29][CH2:28][CH2:27][CH2:26][NH:25]2)[C:21]([CH3:30])=[CH:20][C:18]=1[NH2:19]>CC(O)C.Cl>[Cl:15][C:5]1[C:6]([NH:8][C:9]2[CH:13]=[C:12]([CH3:14])[NH:11][N:10]=2)=[N:7][C:2]([NH:19][C:18]2[CH:20]=[C:21]([CH3:30])[C:22]([CH:24]3[CH2:29][CH2:28][CH2:27][CH2:26][NH:25]3)=[CH:23][C:17]=2[CH3:16])=[N:3][CH:4]=1. Procedure: A mixture of 2,5-dichloro-N-(5-methyl-1H-pyrazol-3-yl)pyrimidin-4-amine (120 mg, 0.49 mmol) and 2,5-dimethyl-4-(piperidin-2-yl)aniline (100 mg, 0.49 mmol) in 2-propanol (10 mL) was treated with conc. aqueous HCl (7 drops). The mixture was sealed and heated in a microwave at 130° C. for 45 min. The mixture was concentrated to afford 5-Chloro-N2-(2,5-dimethyl-4-(piperidin-2-yl)phenyl)-N4-(5-methyl-1H-pyrazol-3-yl)pyrimidine-2,4-diamine; ESMS m/z 412.1 (M+H+). The crude product was used directly fo... Reactants: CS(=O)(=O)C1(CCC1)C#N (1-(methylsulfonyl)cyclobutanecarbonitrile), C(CCC)[Li] (butyllithium), hexanes, BrC=1C=C(C(=NC1)F)\C(\C)=N\[S@](=O)C(C)(C)C ((R,E)-N-(1-(5-bromo-2-fluoropyridin-3-yl)ethylidene)-2-methylpropane-2-sulfinamide), C[Al](C)C (trimethylaluminum), nitrile. Run in C1(=CC=CC=C1)C (toluene), C1(=CC=CC=C1)C (toluene), C1CCOC1 (THF). Reaction conditions: time 20 minute. Product: BrC=1C=C(C(=NC1)F)[C@@](CS(=O)(=O)C1(CCC1)C#N)(C)NS(=O)C(C)(C)C (N—((R)-2-(5-bromo-2-fluoropyridin-3-yl)-1-((1-cyanocyclobutyl)sulfonyl)propan-2-yl)-2-methylpropane-2-sulfinamide). Isolated yield 52.5%. As a reaction SMILES: [CH3:1][S:2]([C:5]1([C:9]#[N:10])[CH2:8][CH2:7][CH2:6]1)(=[O:4])=[O:3].C([Li])CCC.[Br:16][C:17]1[CH:18]=[C:19](/[C:24](=[N:26]/[S@@:27]([C:29]([CH3:32])([CH3:31])[CH3:30])=[O:28])/[CH3:25])[C:20]([F:23])=[N:21][CH:22]=1.C[Al](C)C>C1COCC1.C1(C)C=CC=CC=1>[Br:16][C:17]1[CH:18]=[C:19]([C@:24]([NH:26][S:27]([C:29]([CH3:30])([CH3:32])[CH3:31])=[O:28])([CH3:25])[CH2:1][S:2]([C:5]2([C:9]#[N:10])[CH2:8][CH2:7][CH2:6]2)(=[O:4])=[O:3])[C:20]([F:23])=[N:21][CH:22]=1. Reported procedure: A solution of 1-(methylsulfonyl)cyclobutanecarbonitrile (8 g, 50.4 mmol) in THF (50 mL) was brought to −78° C. followed by the dropwise addition of butyllithium solution, 2.5M in hexanes (20.17 mL, 50.4 mmol). The resulting mixture was stirred at this temperature for 20 min. A solution of (R,E)-N-(1-(5-bromo-2-fluoropyridin-3-yl)ethylidene)-2-methylpropane-2-sulfinamide (9.0 g, 28.02 mmol) in toluene (40 mL) at −78° C. was treated with trimethylaluminum solution, 2.0 M in toluene (14 ml, 28.02 m...